Dataset: the Open Reaction Database (ORD), a public repository of structured organic reaction records. Task: describe an organic reaction: reactants, conditions, products, and yield Reactants: C(CCCCCC)C(=O)N1CCN(CCN(CC1)C(=O)CCCCCCC)C(=O)CCCCCCC (1,4,7-tri(n-heptylcarbonyl)-1,4,7-triazacyclononane), B.C1CCOC1 (BH3.THF), three, B.C1CCOC1 (BH3.THF), aqueous solution, [OH-].[Na+] (sodium hydroxide). Run in CO (methanol). The product is C(CCCCCCC)N1CCN(CCN(CC1)CCCCCCCC)CCCCCCCC (1,4,7-tri-n-octyl-1,4,7-triazacyclononane). Yield: 85.0%. RXN SMILES: [CH2:1]([C:8]([N:10]1[CH2:18][CH2:17][N:16]([C:19]([CH2:21][CH2:22][CH2:23][CH2:24][CH2:25][CH2:26][CH3:27])=O)[CH2:15][CH2:14][N:13]([C:28]([CH2:30][CH2:31][CH2:32][CH2:33][CH2:34][CH2:35][CH3:36])=O)[CH2:12][CH2:11]1)=O)[CH2:2][CH2:3][CH2:4][CH2:5][CH2:6][CH3:7].B.C1COCC1.[OH-].[Na+]>CO>[CH2:8]([N:10]1[CH2:18][CH2:17][N:16]([CH2:19][CH2:21][CH2:22][CH2:23][CH2:24][CH2:25][CH2:26][CH3:27])[CH2:15][CH2:14][N:13]([CH2:28][CH2:30][CH2:31][CH2:32][CH2:33][CH2:34][CH2:35][CH3:36])[CH2:12][CH2:11]1)[CH2:1][CH2:2][CH2:3][CH2:4][CH2:5][CH2:6][CH3:7] |f:1.2,3.4|. Reported procedure: All of the 1,4,7-tri(n-heptylcarbonyl)-1,4,7-triazacyclononane was put into a 200 mL three neck flask provided with a reflux tube in an argon atmosphere, and a BH3.THF solution (100 mmol, 100 mL) was added thereto and reflowed for one night. To break down the excess BH3.THF, methanol was added slowly to the reaction mixture after allowing it to cool to room temperature, and after concentration, this was dissolved in 1-butanol (50 mL), water (50 mL) and concentrated hydrochloric acid (100 mL and ... Product: ClCc1ccc2cccnc2n1. As a reaction SMILES: [C:20]([O:21][O:22][C:23](=[O:24])[c:25]1[cH:26][cH:27][cH:28][cH:29][cH:30]1)(=[O:31])[c:32]1[cH:33][cH:34][cH:35][cH:36][cH:37]1.[CH3:1][c:2]1[n:3][c:4]2[n:5][cH:6][cH:7][cH:8][c:9]2[cH:10][cH:11]1.[Cl:12][N:13]1[C:14](=[O:15])[CH2:16][CH2:17][C:18]1=[O:19].[Cl:38][C:39]([Cl:40])([Cl:41])[Cl:42]>>[CH2:1]([c:2]1[n:3][c:4]2[n:5][cH:6][cH:7][cH:8][c:9]2[cH:10][cH:11]1)[Cl:12]. Reactants: O=C(OOC(=O)c1ccccc1)c1ccccc1, Cc1ccc2cccnc2n1, O=C1CCC(=O)N1Cl, ClC(Cl)(Cl)Cl. Reactants: Cl (HCl), C(C=C)C=1N=C(N2C1C=NC1=C2C=CN1S(=O)(=O)C1=CC=C(C)C=C1)[C@H]1C[C@H](C[C@H]1CC)NS(=O)(=O)C1CC1 (N-((1S,3S,4R)-3-(3-allyl-6-tosyl-6H-imidazo[1,5-a]pyrrolo[2,3-e]pyrazin-1-yl)-4-ethylcyclopentyl)cyclopropanesulfonamide), I(=O)(=O)(=O)[O-].[Na+] (sodium periodate), [OH-].[Na+] (NaOH), [BH4-].[Na+] (NaBH4). The reagents and catalysts are [Os](=O)(=O)(=O)=O (osmium tetroxide). The solvent is O (water), O1CCOCC1 (1,4-dioxane), O (water), CCOC(=O)C (EtOAc), [NH4+].[Cl-] (NH4Cl). Conditions: temperature 80 celsius, time 4 hour. The product is C(C)[C@@H]1C[C@@H](C[C@@H]1C1=NC(=C2N1C1=C(N=C2)NC=C1)CCO)NS(=O)(=O)C1CC1 (N-((1S,3R,4S)-3-ethyl-4-(3-(2-hydroxyethyl)-6H-imidazo[1,5-a]pyrrolo[2,3-e]pyrazin-1-yl)cyclopentyl)cyclopropanesulfonamide). Isolated yield 20.0%. RXN SMILES: [CH2:1]([C:4]1[N:5]=[C:6]([C@@H:26]2[C@H:30]([CH2:31][CH3:32])[CH2:29][C@H:28]([NH:33][S:34]([CH:37]3[CH2:39][CH2:38]3)(=[O:36])=[O:35])[CH2:27]2)[N:7]2[C:12]3[CH:13]=[CH:14][N:15](S(C4C=CC(C)=CC=4)(=O)=O)[C:11]=3[N:10]=[CH:9][C:8]=12)[CH:2]=C.I([O-])(=O)(=O)=[O:41].[Na+].[BH4-].[Na+].Cl.[OH-].[Na+]>O1CCOCC1.O.CCOC(C)=O.[NH4+].[Cl-].[Os](=O)(=O)(=O)=O>[CH2:31]([C@H:30]1[C@@H:26]([C:6]2[N:7]3[C:12]4[CH:13]=[CH:14][NH:15][C:11]=4[N:10]=[CH:9][C:8]3=[C:4]([CH2:1][CH2:2][OH:41])[N:5]=2)[CH2:27][C@@H:28]([NH:33][S:34]([CH:37]2[CH2:39][CH2:38]2)(=[O:36])=[O:35])[CH2:29]1)[CH3:32] |f:1.2,3.4,6.7,11.12|. Procedure details: To a solution of N-((1S,3S,4R)-3-(3-allyl-6-tosyl-6H-imidazo[1,5-a]pyrrolo[2,3-e]pyrazin-1-yl)-4-ethylcyclopentyl)cyclopropanesulfonamide (0.170 g, 0.299 mmol, prepared using H with Preparation #12, Preparation #Z.1, HATU and DIEA, Q with Lawesson's reagent and mercury (II) trifluoroactate) in 1,4-dioxane (5 mL) and water (1.67 mL) was added sodium periodate (0.26 g, 1.198 mmol) followed by osmium tetroxide (4 wt % in water, 0.12 mL, 0.015 mmol). After about 4 h at ambient temperature, the react... Reported procedure: This compound was prepared from 1-(2-aminoethyl)-7-[(4-fluorophenyl)methyl]-4-hydroxy-N-[1-(hydroxymethyl)-2-methylpropyl]-2-oxo-1,2-dihydro-1,5-naphthyridine-3-carboxamide and 4-morpholinecarbonyl chloride employing methods similar to those described in Example 450 and was obtained as an off-white solid: 1H NMR (300 MHz, DMSO-d6) δ ppm 0.88-0.96 (m, 6 H), 1.92-2.04 (m, 2 H), 3.12-3.21 (m, 4 H), 3.27-3.31 (m, 2 H), 3.44-3.51 (m, 5 H), 3.51-3.61 (m, 1 H), 3.86 (ddd, J=14.64, 5.30, 5.19 Hz, 1 H), ... RXN SMILES: [NH2:1][CH2:2][CH2:3][N:4]1[C:13]2[C:8](=[N:9][CH:10]=[C:11]([CH2:14][C:15]3[CH:20]=[CH:19][C:18]([F:21])=[CH:17][CH:16]=3)[CH:12]=2)[C:7]([OH:22])=[C:6]([C:23]([NH:25][CH:26]([CH2:30][OH:31])[CH:27]([CH3:29])[CH3:28])=[O:24])[C:5]1=[O:32].[N:33]1([C:39](Cl)=[O:40])[CH2:38][CH2:37][O:36][CH2:35][CH2:34]1>>[F:21][C:18]1[CH:17]=[CH:16][C:15]([CH2:14][C:11]2[CH:12]=[C:13]3[C:8]([C:7]([OH:22])=[C:6]([C:23]([NH:25][CH:26]([CH2:30][OH:31])[CH:27]([CH3:29])[CH3:28])=[O:24])[C:5](=[O:32])[N:4]3[CH2:3][CH2:2][NH:1][C:39]([N:33]3[CH2:38][CH2:37][O:36][CH2:35][CH2:34]3)=[O:40])=[N:9][CH:10]=2)=[CH:20][CH:19]=1. Product: FC1=CC=C(C=C1)CC1=CN=C2C(=C(C(N(C2=C1)CCNC(=O)N1CCOCC1)=O)C(=O)NC(C(C)C)CO)O (7-[(4-fluorophenyl)methyl]-4-hydroxy-N-[1-(hydroxymethyl)-2-methylpropyl]-1-{2-[(4-morpholinylcarbonyl)amino]ethyl}-2-oxo-1,2-dihydro-1,5-naphthyridine-3-carboxamide). Reactants: NCCN1C(C(=C(C2=NC=C(C=C12)CC1=CC=C(C=C1)F)O)C(=O)NC(C(C)C)CO)=O (1-(2-aminoethyl)-7-[(4-fluorophenyl)methyl]-4-hydroxy-N-[1-(hydroxymethyl)-2-methylpropyl]-2-oxo-1,2-dihydro-1,5-naphthyridine-3-carboxamide), N1(CCOCC1)C(=O)Cl (4-morpholinecarbonyl chloride). Procedure: To a solution of (E)(E)(S)(S) 3-{3-bromo-4-[5-(4-{5-[2-bromo-4-(2-ethoxy-2-ethoxycarbonyl-ethyl)-phenoxy]-pent-3-en-1-ynyl}-phenyl)-pent-2-en-4-ynyloxy]-phenyl}-2-ethoxy-propionic acid ethyl ester (example 19) (250 mg 0.30 mmol) in THF (2 mL) and ethanol (3 mL) was added 1N sodium hydroxide (3 mL). After stirring at room temperature for 1 h, the reaction mixture was concentrated in vacuo, added water and 1N hydrochloride acid to pH 1. The product was extracted with ethyl acetate (×3) and the com... Reactants: C(C)OC([C@H](CC1=CC(=C(C=C1)OC\C=C\C#CC1=CC=C(C=C1)C#C\C=C\COC1=C(C=C(C=C1)C[C@@H](C(=O)OCC)OCC)Br)Br)OCC)=O ((E)(E)(S)(S) 3-{3-bromo-4-[5-(4-{5-[2-bromo-4-(2-ethoxy-2-ethoxycarbonyl-ethyl)-phenoxy]-pent-3-en-1-ynyl}-phenyl)-pent-2-en-4-ynyloxy]-phenyl}-2-ethoxy-propionic acid ethyl ester), [OH-].[Na+] (sodium hydroxide). Solvent: C1CCOC1 (THF), C(C)O (ethanol). Isolated yield 94.8%. Reaction SMILES: [CH2:1]([O:3][C:4](=[O:52])[C@@H:5]([O:49][CH2:50][CH3:51])[CH2:6][C:7]1[CH:12]=[CH:11][C:10]([O:13][CH2:14]/[CH:15]=[CH:16]/[C:17]#[C:18][C:19]2[CH:24]=[CH:23][C:22]([C:25]#[C:26]/[CH:27]=[CH:28]/[CH2:29][O:30][C:31]3[CH:36]=[CH:35][C:34]([CH2:37][C@H:38]([O:44][CH2:45][CH3:46])[C:39]([O:41]CC)=[O:40])=[CH:33][C:32]=3[Br:47])=[CH:21][CH:20]=2)=[C:9]([Br:48])[CH:8]=1)[CH3:2].[OH-].[Na+]>C1COCC1.C(O)C>[Br:47][C:32]1[CH:33]=[C:34]([CH2:37][C@H:38]([O:44][CH2:45][CH3:46])[C:39]([OH:41])=[O:40])[CH:35]=[CH:36][C:31]=1[O:30][CH2:29]/[CH:28]=[CH:27]/[C:26]#[C:25][C:22]1[CH:21]=[CH:20][C:19]([C:18]#[C:17]/[CH:16]=[CH:15]/[CH2:14][O:13][C:10]2[CH:11]=[CH:12][C:7]([CH2:6][C@H:5]([O:49][CH2:50][CH3:51])[C:4]([O:3][CH2:1][CH3:2])=[O:52])=[CH:8][C:9]=2[Br:48])=[CH:24][CH:23]=1 |f:1.2|. Run at time 1 hour. Yields the product BrC=1C=C(C=CC1OC\C=C\C#CC1=CC=C(C=C1)C#C\C=C\COC1=C(C=C(C=C1)C[C@@H](C(=O)OCC)OCC)Br)C[C@@H](C(=O)O)OCC ((E)(E)(S)(S) 3-{3-Bromo-4-[5-(4-{5-[2-bromo-4-(2-ethoxy-2-ethoxycarbonyl-ethyl)-phenoxy]-pent-3-en-1-ynyl}-phenyl)-pent-2-en-4-ynyloxy]-phenyl}-2-ethoxy-propionic acid). Starting materials: FC1=C(C=O)C=C(C(=C1)F)F (2,4,5-Trifluorobenzaldehyde), COC=1C=C(CC#N)C=CC1OC (3,4-dimethoxybenzyl cyanide). Yields the product COC=1C=C(C=CC1OC)/C(/C#N)=C/C1=C(C=C(C(=C1)F)F)F ((Z)-2-(3,4-dimethoxy-phenyl)-3-(2,4,5-trifluoro-phenyl)-acrylonitrile). Yield: 25.1%. Reaction SMILES: [F:1][C:2]1[CH:9]=[C:8]([F:10])[C:7]([F:11])=[CH:6][C:3]=1[CH:4]=O.[CH3:12][O:13][C:14]1[CH:15]=[C:16]([CH:20]=[CH:21][C:22]=1[O:23][CH3:24])[CH2:17][C:18]#[N:19]>>[CH3:12][O:13][C:14]1[CH:15]=[C:16](/[C:17](=[CH:4]/[C:3]2[CH:6]=[C:7]([F:11])[C:8]([F:10])=[CH:9][C:2]=2[F:1])/[C:18]#[N:19])[CH:20]=[CH:21][C:22]=1[O:23][CH3:24]. Procedure: 2,4,5-Trifluorobenzaldehyde (160 mg) and 3,4-dimethoxybenzyl cyanide (177 mg) were subjected to condensation in accordance with process B of (production process 2), to thereby produce the target product (80 mg, yield: 26%).